The task is: describe an organic reaction: reactants, conditions, products, and yield. This data is from the Open Reaction Database (ORD), a public repository of structured organic reaction records. Reactants: [Al+3], COC(=O)c1ccc2c(c1)Cc1cc(C)ccc1O2, CC(=O)Cl, [Cl-], [Cl-], [Cl-], CC(Cl)Cl, Cl, O. The product is COC(=O)c1ccc2c(c1)Cc1cc(C)cc(C(C)=O)c1O2. RXN SMILES: [Al+3:31].[CH3:1][c:2]1[cH:3][cH:4][c:5]2[c:14]([cH:15]1)[CH2:13][c:12]1[c:7]([cH:8][cH:9][c:10]([C:16](=[O:17])[O:18][CH3:19])[cH:11]1)[O:6]2.[CH3:24][C:25]([Cl:26])=[O:27].[Cl-:28].[Cl-:29].[Cl-:30].[Cl:20][CH:21]([Cl:22])[CH3:23].[ClH:32].[OH2:33]>>[CH3:1][c:2]1[cH:3][c:4]([C:25]([CH3:24])=[O:27])[c:5]2[c:14]([cH:15]1)[CH2:13][c:12]1[c:7]([cH:8][cH:9][c:10]([C:16](=[O:17])[O:18][CH3:19])[cH:11]1)[O:6]2. The reactants are COC(CN1C(/C(/CCC1)=C/C1=CC(=C(C=C1)N1C=NC(=C1)C)OC)=O)(C1=CC=NC=C1)OC (1-(2,2-dimethoxy-2-pyridin-4-ylethyl)-3-{1-[3-methoxy-4-(4-methyl-1H-imidazol-1-yl)phenyl]-(E)-methylidene}piperidin-2-one), raw materials. The solvent is Cl (hydrochloric acid). Reaction conditions: temperature 50 celsius, time 4 hour. The product is COC=1C=C(C=CC1N1C=NC(=C1)C)\C=C/1\C(N(CCC1)CC(C1=CC=NC=C1)=O)=O (3-{1-[3-methoxy-4-(4-methyl-1H-imidazol-1-yl)phenyl]-(E)-methylidene}-1-(2-oxo-2-pyridin-4-ylethyl)piperidin-2-one). The yield is 66.3%. Reaction SMILES: C[O:2][C:3](OC)([C:27]1[CH:32]=[CH:31][N:30]=[CH:29][CH:28]=1)[CH2:4][N:5]1[CH2:10][CH2:9][CH2:8]/[C:7](=[CH:11]\[C:12]2[CH:17]=[CH:16][C:15]([N:18]3[CH:22]=[C:21]([CH3:23])[N:20]=[CH:19]3)=[C:14]([O:24][CH3:25])[CH:13]=2)/[C:6]1=[O:26]>Cl>[CH3:25][O:24][C:14]1[CH:13]=[C:12](/[CH:11]=[C:7]2/[C:6](=[O:26])[N:5]([CH2:4][C:3](=[O:2])[C:27]3[CH:32]=[CH:31][N:30]=[CH:29][CH:28]=3)[CH2:10][CH2:9][CH2:8]/2)[CH:17]=[CH:16][C:15]=1[N:18]1[CH:22]=[C:21]([CH3:23])[N:20]=[CH:19]1. Reported procedure: Concentrated hydrochloric acid (10 mL) was added to 1-(2,2-dimethoxy-2-pyridin-4-ylethyl)-3-{1-[3-methoxy-4-(4-methyl-1H-imidazol-1-yl)phenyl]-(E)-methylidene}piperidin-2-one (580 mg), and the mixture was stirred at 50° C. for four hours. After confirming that the raw materials disappeared, the reaction solution was concentrated under reduced pressure. Saturated sodium bicarbonate water and ethyl acetate were added to the resulting residue, and the organic layer was separated. The resulting orga... The reactants are suspension, N1=C(N=CC=C1)N1CCN(CC1)CCCC#N (4-[4-(2-Pyrimidinyl)-1-piperazinyl]butyronitrile), NN (hydrazine). Reagents/catalysts: [Ni] (Raney nickel). Solvent: C(C)O (ethanol), C(C)(C)O (isopropyl alcohol). The product is NCCCCN1CCN(CC1)C1=NC=CC=N1 (1-(4-Aminobutyl)-4-(2-pyrimidyl)piperazine). Isolated yield 68.1%. Reaction SMILES: [N:1]1[CH:6]=[CH:5][CH:4]=[N:3][C:2]=1[N:7]1[CH2:12][CH2:11][N:10]([CH2:13][CH2:14][CH2:15][C:16]#[N:17])[CH2:9][CH2:8]1.NN>C(O)(C)C.[Ni].C(O)C>[NH2:17][CH2:16][CH2:15][CH2:14][CH2:13][N:10]1[CH2:9][CH2:8][N:7]([C:2]2[N:1]=[CH:6][CH:5]=[CH:4][N:3]=2)[CH2:12][CH2:11]1. Procedure: 4-[4-(2-Pyrimidinyl)-1-piperazinyl]butyronitrile (115.7 g; 0.5 mole) was dissolved in 1.5 L isopropyl alcohol. Approximately 50 mL of a suspension of Raney nickel in anhydrous ethanol was added and the resulting reaction mixture was heated to reflux and hydrazine (120 g) was slowly added dropwise. On completion of the reaction, the spent catalyst was removed by filtration and the filtrate was concentrated in vacuo to a yellow oil which was distilled to yield 80.1 g (60%) of product, boiling poin... Starting materials: CCOC(=O)CCCBr, CC#N, C1CNCCNC1, [Na+], [Na+], O=C([O-])[O-]. Product: CCOC(=O)CCCN1CCCNCC1. RXN SMILES: [Br:14][CH2:15][CH2:16][CH2:17][C:18](=[O:19])[O:20][CH2:21][CH3:22].[CH3:23][C:24]#[N:25].[NH:7]1[CH2:8][CH2:9][NH:10][CH2:11][CH2:12][CH2:13]1.[Na+:1].[Na+:2].[O-:3][C:4](=[O:5])[O-:6]>>[N:7]1([CH2:15][CH2:16][CH2:17][C:18](=[O:19])[O:20][CH2:21][CH3:22])[CH2:8][CH2:9][NH:10][CH2:11][CH2:12][CH2:13]1. Starting materials: CO, [H][H], CC(C)(C)OC(=O)n1cc(-c2ccc([N+](=O)[O-])cc2)c(C(N)=O)c1N. Product: CC(C)(C)OC(=O)n1cc(-c2ccc(N)cc2)c(C(N)=O)c1N. Reaction SMILES: [CH3:28][OH:29].[H:26][H:27].[NH2:1][c:2]1[n:3]([C:19](=[O:20])[O:21][C:22]([CH3:23])([CH3:24])[CH3:25])[cH:4][c:5](-[c:10]2[cH:11][cH:12][c:13]([N+:16]([O-:17])=[O:18])[cH:14][cH:15]2)[c:6]1[C:7]([NH2:8])=[O:9]>>[NH2:1][c:2]1[n:3]([C:19](=[O:20])[O:21][C:22]([CH3:23])([CH3:24])[CH3:25])[cH:4][c:5](-[c:10]2[cH:11][cH:12][c:13]([NH2:16])[cH:14][cH:15]2)[c:6]1[C:7]([NH2:8])=[O:9]. As a reaction SMILES: [CH2:8]([CH3:9])[O:10][C:11](=[O:12])[c:13]1[cH:14][n:15]([CH:26]=[CH2:27])[c:16]2[cH:17][c:18]([Cl:25])[c:19]([F:24])[cH:20][c:21]2[c:22]1=[O:23].[CH3:1][N:2]1[CH2:3][CH2:4][NH:5][CH2:6][CH2:7]1.[cH:28]1[cH:29][cH:30][n:31][cH:32][cH:33]1>>[CH3:1][N:2]1[CH2:3][CH2:4][N:5]([c:18]2[cH:17][c:16]3[n:15]([CH:26]=[CH2:27])[cH:14][c:13]([C:11]([O:10][CH2:8][CH3:9])=[O:12])[c:22](=[O:23])[c:21]3[cH:20][c:19]2[F:24])[CH2:6][CH2:7]1. Yields the product C=Cn1cc(C(=O)OCC)c(=O)c2cc(F)c(N3CCN(C)CC3)cc21. The reactants are C=Cn1cc(C(=O)OCC)c(=O)c2cc(F)c(Cl)cc21, CN1CCNCC1, c1ccncc1. The reactants are COC(C1=CC(=CC=C1)C=1SC=C(N1)COC1OCCCC1)=O ((RS)-3-[4-(tetrahydro-pyran-2-yloxymethyl)-thiazol-2-yl]-benzoic acid methyl ester), ice, COC(C1=CC(=CC=C1)C(N)=S)=O (3-thiocarbamoyl-benzoic acid methyl ester), ClCC(CCl)=O (1,3-dichloro-2-propanone), C([O-])(O)=O.[Na+] (sodium bicarbonate), C[O-].[Na+] (sodium methoxide). Run in O1CCOCC1 (1,4-dioxane), CO (methanol). Conditions: temperature 60 celsius, time 0.5 hour. Yields the product C(C)(C)(C)OC(CC(C1=CC(=CC=C1)C=1SC=C(N1)COC1OCCCC1)=O)=O ((RS)-3-Oxo-3{3-[4-(tetrahydro-pyran-2-yloxymethyl)-thiazol-2-yl]-phenyl}-propionic acid tert.-butyl ester), COC(C1=CC(=CC=C1)C=1SC=C(N1)CO)=O (3-(4-hydroxymethyl-thiazol-2-yl)-benzoic acid methyl ester). RXN SMILES: [CH3:1][O:2][C:3](=[O:23])[C:4]1[CH:9]=[CH:8][CH:7]=[C:6]([C:10]2[S:11][CH:12]=[C:13]([CH2:15][O:16][CH:17]3[CH2:22][CH2:21][CH2:20][CH2:19][O:18]3)[N:14]=2)[CH:5]=1.C[O:25][C:26](=O)[C:27]1C=CC=C(C(=S)N)C=1.Cl[CH2:38][C:39](=[O:42])[CH2:40]Cl.[C:43](=O)(O)[O-].[Na+].C[O-].[Na+]>O1CCOCC1.CO>[C:39]([O:42][C:26](=[O:25])[CH2:27][C:3](=[O:23])[C:4]1[CH:9]=[CH:8][CH:7]=[C:6]([C:10]2[S:11][CH:12]=[C:13]([CH2:15][O:16][CH:17]3[CH2:22][CH2:21][CH2:20][CH2:19][O:18]3)[N:14]=2)[CH:5]=1)([CH3:43])([CH3:40])[CH3:38].[CH3:1][O:2][C:3](=[O:23])[C:4]1[CH:9]=[CH:8][CH:7]=[C:6]([C:10]2[S:11][CH:12]=[C:13]([CH2:15][OH:16])[N:14]=2)[CH:5]=1 |f:3.4,5.6|. Procedure details: The title compound was prepared from (RS)-3-[4-(tetrahydro-pyran-2-yloxymethyl)-thiazol-2-yl]-benzoic acid methyl ester [prepared by the following sequence: i.) A mixture of 3-thiocarbamoyl-benzoic acid methyl ester [CAS-No. 106748-27-0] (7.8 g), 1,3-dichloro-2-propanone (8.4 g) and sodium bicarbonate (8.4 g) in 1,4-dioxane (180 mL) was heated to 60° C. for 24 h. The reaction mixture was cooled to 20° C. and added to a stirred solution of sodium methoxide (5.4 g) in methanol (200 mL). Stirring w...